describe an organic reaction: reactants, conditions, products, and yield From a dataset of the Open Reaction Database (ORD), a public repository of structured organic reaction records. Reactants: C1(=CC=CC=C1)[C@@H](C)N ((R)-1-phenylethanamine), COC1=CC(=NN1C1=CC=C(C=C1)C(F)(F)F)C=O (5-methoxy-1-(4-(trifluoromethyl)phenyl)-1H-pyrazole-3-carbaldehyde), C(C)(=O)O[BH-](OC(C)=O)OC(C)=O.[Na+] (sodium triacetoxyborohydride). The reagents and catalysts are CC(=O)O (AcOH). Run in ClCCCl (DCE). Conditions: time 8 hour. The product is COC1=CC(=NN1C1=CC=C(C=C1)C(F)(F)F)CN[C@H](C)C1=CC=CC=C1 ((1R)—N-({5-methoxy-1-[4-(trifluoromethyl)phenyl]-1H-pyrazol-3-yl}methyl)-1-phenylethanamine). Reaction SMILES: [C:1]1([C@H:7]([NH2:9])[CH3:8])[CH:6]=[CH:5][CH:4]=[CH:3][CH:2]=1.[CH3:10][O:11][C:12]1[N:16]([C:17]2[CH:22]=[CH:21][C:20]([C:23]([F:26])([F:25])[F:24])=[CH:19][CH:18]=2)[N:15]=[C:14]([CH:27]=O)[CH:13]=1.C(O[BH-](OC(=O)C)OC(=O)C)(=O)C.[Na+]>CC(O)=O.ClCCCl>[CH3:10][O:11][C:12]1[N:16]([C:17]2[CH:18]=[CH:19][C:20]([C:23]([F:26])([F:24])[F:25])=[CH:21][CH:22]=2)[N:15]=[C:14]([CH2:27][NH:9][C@@H:7]([C:1]2[CH:6]=[CH:5][CH:4]=[CH:3][CH:2]=2)[CH3:8])[CH:13]=1 |f:2.3|. Procedure details: A 20 mL vial was charged with (R)-1-phenylethanamine 45 (0.135 g, 1.11 mmol), 5-methoxy-1-(4-(trifluoromethyl)phenyl)-1H-pyrazole-3-carbaldehyde 74 (0.200 g, 0.740 mmol), 5 mL of DCE, 3 drops of concentrated AcOH, and sodium triacetoxyborohydride (0.314 g, 1.48 mmol). The reaction mixture was stirred at room temperature overnight. The reaction mixture was quenched with 10 mL of saturated aqueous NaHCO3 and the mixture was extracted with CH2Cl2. The combined extracts were dried and concentrated. ... The solvent is O (water). The yield is 100.9%. The product is CN1CCC(CC1)C=1OC2=C(C1)C=CC=C2OC (1-METHYL-4-(7-METHOXY-2-BENZOFURANYL)PIPERIDINE). Reagents/catalysts: [Pt](=O)=O (platinum dioxide). Starting materials: CN1CCC(=CC1)C=1OC2=C(C1)C=CC=C2OC (1-methyl-4-(7-methoxy-2-benzofuranyl)-1,2,3,6-tetrahydropyridine), CO (methanol), Br (HBr). Reaction conditions: time 6 hour. Procedure details: A mixture of 1-methyl-4-(7-methoxy-2-benzofuranyl)-1,2,3,6-tetrahydropyridine (58.0 g), methanol (1.5 l), water (200 ml), 48% HBr (42.0 g), and platinum dioxide were shaken under hydrogen at room temperature for 6 hours. The mixture was filtered; the filtrate was concentrated in vacuo to the aqueous phase, neutralized with 5% Na2CO3 and extracted with CH2 Cl2. The organic phase was washed with water, dried (Na2 SO4) and concentrated in vacuo to give 59 g of the crude product, which was crystalli... Reaction SMILES: [CH3:1][N:2]1[CH2:7][CH:6]=[C:5]([C:8]2[O:9][C:10]3[C:16]([O:17][CH3:18])=[CH:15][CH:14]=[CH:13][C:11]=3[CH:12]=2)[CH2:4][CH2:3]1.CO.Br>[Pt](=O)=O.O>[CH3:1][N:2]1[CH2:7][CH2:6][CH:5]([C:8]2[O:9][C:10]3[C:16]([O:17][CH3:18])=[CH:15][CH:14]=[CH:13][C:11]=3[CH:12]=2)[CH2:4][CH2:3]1. Starting materials: ClC1=CC=CC=2CC3=C(C(N(C3)[C@H](C(=O)O)CC(C)C)=O)OC12 ((S)-2-(5-chloro-3-oxo-3,9-dihydro-1H-chromeno[2,3-c]pyrrol-2-yl)-4-methyl-pentanoic acid), NC1=NC=CC=C1 (2-aminopyridine), N-ethyl-N-dimethyaminopropyl carbodiimide hydrochloride, ON1N=NC2=C1C=CC=C2 (N-hydroxybenzotriazole). Run in C(Cl)Cl (methylene chloride), O (water). The product is N1=C(C=CC=C1)NC([C@H](CC(C)C)N1C(C2=C(C1)CC=1C=CC=C(C1O2)Cl)=O)=O ((S)-2-(5-chloro-3-oxo-3,9-dihydro-1H-chromeno[2,3-c]pyrrol-2-yl)-4-methyl-pentanoic acid pyridin-2-ylamide). Yield: 49.5%. Reaction SMILES: [Cl:1][C:2]1[C:23]2[O:22][C:9]3[C:10](=[O:21])[N:11]([C@@H:13]([CH2:17][CH:18]([CH3:20])[CH3:19])[C:14]([OH:16])=O)[CH2:12][C:8]=3[CH2:7][C:6]=2[CH:5]=[CH:4][CH:3]=1.[NH2:24][C:25]1[CH:30]=[CH:29][CH:28]=[CH:27][N:26]=1.ON1C2C=CC=CC=2N=N1>C(Cl)Cl.O>[N:26]1[CH:27]=[CH:28][CH:29]=[CH:30][C:25]=1[NH:24][C:14](=[O:16])[C@@H:13]([N:11]1[CH2:12][C:8]2[CH2:7][C:6]3[CH:5]=[CH:4][CH:3]=[C:2]([Cl:1])[C:23]=3[O:22][C:9]=2[C:10]1=[O:21])[CH2:17][CH:18]([CH3:20])[CH3:19]. Reported procedure: A solution of (S)-2-(5-chloro-3-oxo-3,9-dihydro-1H-chromeno[2,3-c]pyrrol-2-yl)-4-methyl-pentanoic acid (100 mg, 0.27 mmol) (Example 22, Step 1c), commercially available 2-aminopyridine (33 mg, 0.36 mmol), N-ethyl-N-dimethyaminopropyl carbodiimide hydrochloride (EDCI. HCl) (63 mg, 0.32 mmol), and N-hydroxybenzotriazole (HOBt) (44 mg, 0.32 mmol) in methylene chloride (1 mL) was stirred for 16 hours at 25° C. The reaction mixture was diluted with water and extracted with ethyl acetate (3×). The com... Reactants: O=C(O)C(F)(F)F, CC(C)(C)OC(=O)c1ccc(-c2ccccc2)cc1Nc1ccc2occc2c1. Yields the product O=C(O)c1ccc(-c2ccccc2)cc1Nc1ccc2occc2c1. RXN SMILES: [OH:1][C:2]([C:3]([F:4])([F:5])[F:6])=[O:7].[o:8]1[cH:9][cH:10][c:11]2[c:12]1[cH:13][cH:14][c:15]([NH:17][c:18]1[c:19]([C:20](=[O:21])[O:22][C:23]([CH3:24])([CH3:25])[CH3:26])[cH:27][cH:28][c:29](-[c:31]3[cH:32][cH:33][cH:34][cH:35][cH:36]3)[cH:30]1)[cH:16]2>>[o:8]1[cH:9][cH:10][c:11]2[c:12]1[cH:13][cH:14][c:15]([NH:17][c:18]1[c:19]([C:20](=[O:21])[OH:22])[cH:27][cH:28][c:29](-[c:31]3[cH:32][cH:33][cH:34][cH:35][cH:36]3)[cH:30]1)[cH:16]2. Starting materials: COC(=O)C1N(CC(C1)NC(C(F)(F)F)=O)C(=O)OC(C)(C)C (4-(2,2,2-Trifluoro-acetylamino)-pyrrolidine-1,2-dicarboxylic acid 1-tert-butyl ester 2-methyl ester), C([O-])([O-])=O.[K+].[K+] (potassium carbonate), CI (methyl iodide). The solvent is CN(C)C=O (DMF). Reaction conditions: temperature 80 celsius, time 16 hour. The product is COC(=O)C1N(CC(C1)N(C(C(F)(F)F)=O)C)C(=O)OC(C)(C)C (4-[Methyl-(2,2,2-trifluoro-acetyl)-amino]-pyrrolidine-1,2-dicarboxylic acid 1-tert-butyl ester 2-methyl ester). As a reaction SMILES: [CH3:1][O:2][C:3]([CH:5]1[CH2:9][CH:8]([NH:10][C:11](=[O:16])[C:12]([F:15])([F:14])[F:13])[CH2:7][N:6]1[C:17]([O:19][C:20]([CH3:23])([CH3:22])[CH3:21])=[O:18])=[O:4].[C:24](=O)([O-])[O-].[K+].[K+].CI>CN(C=O)C>[CH3:1][O:2][C:3]([CH:5]1[CH2:9][CH:8]([N:10]([CH3:24])[C:11](=[O:16])[C:12]([F:15])([F:13])[F:14])[CH2:7][N:6]1[C:17]([O:19][C:20]([CH3:23])([CH3:22])[CH3:21])=[O:18])=[O:4] |f:1.2.3|. Reported procedure: To a solution of 4-(2,2,2-Trifluoro-acetylamino)-pyrrolidine-1,2-dicarboxylic acid 1-tert-butyl ester 2-methyl ester (0.26 g, 0.76 mmol) in DMF (2 mL) was added potassium carbonate (0.139 g, 1 mmol) followed by methyl iodide (0.14 g, 1 mmol). The reaction mixture was stirred at 80° C. for 16 hours and partitioned between water and ethyl acetate. The ethyl acetate layer was washed with brine, dried over Na2SO4, filtered, and the solvent evaporated in vacuo to yield a crude solid. The crude solid ... Reactants: ClCC1(N=C(SC1)CN(C)C)O (4-chloromethyl-4-hydroxy-2-dimethylaminomethyl-2-thiazoline), ClCCCl (1,2-dichloroethane), ClCCCl (1,2-dichloroethane), P(=O)(Cl)(Cl)Cl (phosphorus oxychloride). The solvent is O (water). Reaction conditions: time 30 minute. Product: Cl.ClCC=1N=C(SC1)CN(C)C (4-Chloromethyl-2-dimethylaminomethylthiazole, hydrochloride). RXN SMILES: [Cl:1][CH2:2][C:3]1(O)[CH2:7][S:6][C:5]([CH2:8][N:9]([CH3:11])[CH3:10])=[N:4]1.ClCCCl.P(Cl)(Cl)(Cl)=O>O>[ClH:1].[Cl:1][CH2:2][C:3]1[N:4]=[C:5]([CH2:8][N:9]([CH3:11])[CH3:10])[S:6][CH:7]=1 |f:4.5|. Reported procedure: A 1.9 g. portion of 4-chloromethyl-4-hydroxy-2-dimethylaminomethyl-2-thiazoline and 19 ml. of 1,2-dichloroethane were added to a 100 ml. flask, and the mixture was cooled while 1.53 g. of phosphorus oxychloride dissolved in 10 ml. of 1,2-dichloroethane was added dropwise. The mixture was stirred for 30 minutes at 23°, and then at 50° for 1 hour. It was cooled, and 25 ml. of water was added. The layers were separated, and both layers were examined by the tlc system described above in Example 1. N...